From a dataset of the Open Reaction Database (ORD), a public repository of structured organic reaction records. describe an organic reaction: reactants, conditions, products, and yield The yield is 38.7%. Product: C(CCC)N1C(C(=C(C2=CC=CN=C12)C1=CC(=CC=C1)OCCCN1C=NC=C1)NC(=O)NC1=C(C=CC=C1C(C)C)C(C)C)=O (N-[1-butyl-4-[3-{3-(1-imidazolyl)propoxy}phenyl]-1,2-dihydro-2-oxo-1,8-naphthyridin-3-yl]-N'-(2,6-diisopropylphenyl)urea). Procedure details: To a suspension of imidazole (97 mg, 1.43 mmol), potassium carbonate (246 mg, 1.78 mmol) and sodium iodide (35 mg) in DMF (20 ml) was added N-[1-(butyl-4-{3-(3-chloropropoxy)phenyl}-1,2-dihydro-2-oxo-1,8-naphthyridin-3-yl]-N'-(2,6-diisopropylphenyl)urea (700 mg, 1.19 mmol), and the mixture was stirred at 50°-60° C. for 10 hours. After allowed to stand for cooling, the mixture was poured into water, extracted with ethyl acetate, and the extract was washed with water, washed with a saturated aqueo... As a reaction SMILES: [NH:1]1[CH:5]=[CH:4][N:3]=[CH:2]1.C(=O)([O-])[O-].[K+].[K+].[I-].[Na+].[CH2:14]([N:18]1[C:27]2[C:22](=[CH:23][CH:24]=[CH:25][N:26]=2)[C:21]([C:28]2[CH:33]=[CH:32][CH:31]=[C:30]([O:34][CH2:35][CH2:36][CH2:37]Cl)[CH:29]=2)=[C:20]([NH:39][C:40]([NH:42][C:43]2[C:48]([CH:49]([CH3:51])[CH3:50])=[CH:47][CH:46]=[CH:45][C:44]=2[CH:52]([CH3:54])[CH3:53])=[O:41])[C:19]1=[O:55])[CH2:15][CH2:16][CH3:17]>CN(C=O)C.O>[CH2:14]([N:18]1[C:27]2[C:22](=[CH:23][CH:24]=[CH:25][N:26]=2)[C:21]([C:28]2[CH:33]=[CH:32][CH:31]=[C:30]([O:34][CH2:35][CH2:36][CH2:37][N:1]3[CH:5]=[CH:4][N:3]=[CH:2]3)[CH:29]=2)=[C:20]([NH:39][C:40]([NH:42][C:43]2[C:48]([CH:49]([CH3:51])[CH3:50])=[CH:47][CH:46]=[CH:45][C:44]=2[CH:52]([CH3:53])[CH3:54])=[O:41])[C:19]1=[O:55])[CH2:15][CH2:16][CH3:17] |f:1.2.3,4.5|. Solvent: CN(C)C=O (DMF), O (water). Conditions: time 10 hour. The reactants are C(CCC)N1C(C(=C(C2=CC=CN=C12)C1=CC(=CC=C1)OCCCCl)NC(=O)NC1=C(C=CC=C1C(C)C)C(C)C)=O (1-(butyl-4-{3-(3-chloropropoxy)phenyl}-1,2-dihydro-2-oxo-1,8-naphthyridin-3-yl]-N'-(2,6-diisopropylphenyl)urea), N1C=NC=C1 (imidazole), C([O-])([O-])=O.[K+].[K+] (potassium carbonate), [I-].[Na+] (sodium iodide). Reactants: COC(=O)C=1C(=NC(=C(C1C(=O)OC)[N+](=O)[O-])C)OC (3,4-dimethoxycarbonyl-2-methoxy-6-methyl-5-nitropyridine). Reagents/catalysts: [Pd] (Pd-C). Solvent: C(C)(=O)OCC (ethyl acetate). Conditions: time 4.5 hour. Product: NC=1C(=NC(=C(C1C(=O)OC)C(=O)OC)OC)C (3-Amino-4,5-dimethoxycarbonyl-6-methoxy-2-methylpyridine). As a reaction SMILES: [CH3:1][O:2][C:3]([C:5]1[C:6]([O:19][CH3:20])=[N:7][C:8]([CH3:18])=[C:9]([N+:15]([O-])=O)[C:10]=1[C:11]([O:13][CH3:14])=[O:12])=[O:4]>C(OCC)(=O)C.[Pd]>[NH2:15][C:9]1[C:8]([CH3:18])=[N:7][C:6]([O:19][CH3:20])=[C:5]([C:3]([O:2][CH3:1])=[O:4])[C:10]=1[C:11]([O:13][CH3:14])=[O:12]. Procedure: In 5 ml of ethyl acetate was dissolved 350 mg of 3,4-dimethoxycarbonyl-2-methoxy-6-methyl-5-nitropyridine, and 300 mg of 10% Pd-C (50% wet) was added to the solution. Catalytic reduction reaction was conducted for 4.5 hours. After the reaction mixture was dried over magnesium sulfate, the solvent was distilled off to afford an oily product. Reactants: O1CCOC2=C1C=CC(=C2)C(=CC#N)C2=CC(=CC(=C2)OC)OC (3-(2,3-dihydrobenzo[1,4]dioxin-6-yl)-3-(3,5-dimethoxyphenyl)acrylonitrile), COC=1C=C(C=C(C1OC)OC)C(=O)C1=CC(=C(C(=C1)OC)OC)OC (Bis-(3,4,5-trimethoxy-phenyl)-methanone), C(C)OP(OCC)(=O)CC#N (cyanomethylphosphonic acid diethyl ester), C[Si](C)(C)[N-][Si](C)(C)C.[K+] (potassium bis(trimethylsilyl)amide). The solvent is C1CCOC1 (THF). The product is COC=1C=C(C=C(C1OC)OC)C(=CC#N)C1=CC(=C(C(=C1)OC)OC)OC (3,3-Bis-(3,4,5-trimethoxy-phenyl)-acrylonitrile). Yield: 209.2%. As a reaction SMILES: [CH3:1][O:2][C:3]1[CH:4]=[C:5]([C:13]([C:15]2[CH:20]=[C:19]([O:21][CH3:22])[C:18]([O:23][CH3:24])=[C:17]([O:25][CH3:26])[CH:16]=2)=O)[CH:6]=[C:7]([O:11][CH3:12])[C:8]=1[O:9][CH3:10].C(OP([CH2:35][C:36]#[N:37])(=O)OCC)C.C[Si]([N-][Si](C)(C)C)(C)C.[K+].O1C2C=CC(C(C3C=C(OC)C=C(OC)C=3)=CC#N)=CC=2OCC1>C1COCC1>[CH3:1][O:2][C:3]1[CH:4]=[C:5]([C:13]([C:15]2[CH:20]=[C:19]([O:21][CH3:22])[C:18]([O:23][CH3:24])=[C:17]([O:25][CH3:26])[CH:16]=2)=[CH:35][C:36]#[N:37])[CH:6]=[C:7]([O:11][CH3:12])[C:8]=1[O:9][CH3:10] |f:2.3|. Procedure details: Bis-(3,4,5-trimethoxy-phenyl)-methanone (0.32 g, 0.88 mmol), cyanomethylphosphonic acid diethyl ester (0.28 ml, 0.31 mmol) in anhydrous THF (20 ml), and potassium bis(trimethylsilyl)amide (0.35 g, 1.8 mmol) were treated in the same manner as described above for the synthesis of 3-(2,3-dihydrobenzo[1,4]dioxin-6-yl)-3-(3,5-dimethoxyphenyl)acrylonitrile. The crude material was purified via flash column chromatography to give 3,3-Bis-(3,4,5-trimethoxy-phenyl)-acrylonitrile as a solid (0.25 g, 74%): ... The reactants are C(=O)([O-])[O-].[K+].[K+] (K2CO3), C(C)Br (ethyl bromide), COC1=C(C=C(C=C1)[N+](=O)[O-])O (2-methoxy-5-nitro-phenol). Solvent: CCOC(=O)C (AcOEt), CN(C)C=O (DMF). Conditions: temperature 40 celsius. Yields the product C(C)OC1=C(C=CC(=C1)[N+](=O)[O-])OC (2-ethoxy-1-methoxy-4-nitro-benzene). Reaction SMILES: [CH3:1][O:2][C:3]1[CH:8]=[CH:7][C:6]([N+:9]([O-:11])=[O:10])=[CH:5][C:4]=1[OH:12].C([O-])([O-])=O.[K+].[K+].[CH2:19](Br)[CH3:20]>CN(C=O)C.CCOC(C)=O>[CH2:19]([O:12][C:4]1[CH:5]=[C:6]([N+:9]([O-:11])=[O:10])[CH:7]=[CH:8][C:3]=1[O:2][CH3:1])[CH3:20] |f:1.2.3|. Procedure details: 2-methoxy-5-nitro-phenol (508 mg, 3 mmoles) was dissolved in DMF (20 mL) under nitrogen atmosphere. K2CO3 (900 mg, 6.5 mmoles), KI (490 mg, 2.95 mmol) and ethyl bromide (0.250 mL, 3.3 mmoles) were added, and the suspension was heated to 40° C. for 28 hours. The mixture was diluted with AcOEt (60 mL) and extracted with 1N NaOH (40 mL) and water (40 mL). The organic layer was dried over Na2SO4 and evaporated to dryness. The crude was employed in the next step without purification.